Dataset: the Open Reaction Database (ORD), a public repository of structured organic reaction records. Task: describe an organic reaction: reactants, conditions, products, and yield RXN SMILES: Br[C:2]1[CH:11]=[C:10]2[C:5]([CH2:6][CH2:7][NH:8][CH2:9]2)=[CH:4][CH:3]=1.B(O)O>>[N:8]1[CH:9]=[CH:10][C:5]([C:2]2[CH:11]=[C:10]3[C:5]([CH2:6][CH2:7][NH:8][CH2:9]3)=[CH:4][CH:3]=2)=[CH:6][CH:7]=1. Procedure: In close analogy to the procedure described above, 7-Bromo-1,2,3,4-tetrahydro-isoquinoline is reacted with the corresponding boronic acid to provide the title compound. The product is N1=CC=C(C=C1)C1=CC=C2CCNCC2=C1 (7-Pyridin-4-yl-1,2,3,4-tetrahydro-isoquinoline). Starting materials: BrC1=CC=C2CCNCC2=C1 (7-Bromo-1,2,3,4-tetrahydro-isoquinoline), B(O)O (boronic acid). Starting materials: Cl (HCl), COC(C1=CN=C(C=C1)NC=1N=CC2=C(N1)N(C(=C2)C(N(C)C)=O)C2CCCCCC2)=O (6-(7-Cycloheptyl-6-dimethylcarbamoyl-7H-pyrrolo[2,3-d]pyrimidin-2-ylamino)-nicotinic acid methyl ester), [Li+].[OH-] (LiOH). Solvent: C1CCOC1 (THF), O (water). Run at time 48 hour. The product is C1(CCCCCC1)N1C(=CC2=C1N=C(N=C2)NC2=NC=C(C(=O)O)C=C2)C(N(C)C)=O (6-(7-Cycloheptyl-6-dimethylcarbamoyl-7H-pyrrolo[2,3-d]pyrimidin-2-ylamino)-nicotinic acid). The yield is 37.6%. As a reaction SMILES: C[O:2][C:3](=[O:32])[C:4]1[CH:9]=[CH:8][C:7]([NH:10][C:11]2[N:12]=[CH:13][C:14]3[CH:19]=[C:18]([C:20](=[O:24])[N:21]([CH3:23])[CH3:22])[N:17]([CH:25]4[CH2:31][CH2:30][CH2:29][CH2:28][CH2:27][CH2:26]4)[C:15]=3[N:16]=2)=[N:6][CH:5]=1.[Li+].[OH-].Cl>C1COCC1.O>[CH:25]1([N:17]2[C:15]3[N:16]=[C:11]([NH:10][C:7]4[CH:8]=[CH:9][C:4]([C:3]([OH:32])=[O:2])=[CH:5][N:6]=4)[N:12]=[CH:13][C:14]=3[CH:19]=[C:18]2[C:20](=[O:24])[N:21]([CH3:22])[CH3:23])[CH2:26][CH2:27][CH2:28][CH2:29][CH2:30][CH2:31]1 |f:1.2|. Reported procedure: To a solution of 6-(7-Cycloheptyl-6-dimethylcarbamoyl-7H-pyrrolo[2,3-d]pyrimidin-2-ylamino)-nicotinic acid methyl ester (146 mg, 0.33 mmol, 1.0 eq) in THF (1.5 mL) was added LiOH (94.7 mg, 4.0 mmol, 12 eq) in 1.5 mL of water. The mixture was stirred at room temperature for 48 h. The reaction mixture was cooled to 0° C. in an ice bath and was acidified with 1 N HCl until pH was about 1-2. The solid precipitate was filtered and washed to give the title compound as a light pink solid (52 mg, 0.124 ...